From a dataset of the Open Reaction Database (ORD), a public repository of structured organic reaction records. describe an organic reaction: reactants, conditions, products, and yield Reactants: Cl.NCC1=CC(=C(C(=C1)F)NS(=O)(=O)C)C#C (N-(4-Aminomethyl-2-ethynyl-6-fluoro-phenyl)-methanesulfonamide HCl salt), N1(CCCC1)C1=NC(=CC=C1C=CC(=O)O)C(F)(F)F (3-(2-pyrrolidin-1-yl-6-trifluoromethyl-pyridin-3-yl)-acrylic acid). Yield: 79.2%. The product is C(#C)C=1C=C(CNC(C=CC=2C(=NC(=CC2)C(F)(F)F)N2CCCC2)=O)C=C(C1NS(=O)(=O)C)F (N-(3-Ethynyl-5-fluoro-4-methanesulfonylamino-benzyl)-3-(2-pyrrolidin-1-yl-6-trifluoromethyl-pyridin-3-yl)-acrylamide). As a reaction SMILES: Cl.[NH2:2][CH2:3][C:4]1[CH:9]=[C:8]([F:10])[C:7]([NH:11][S:12]([CH3:15])(=[O:14])=[O:13])=[C:6]([C:16]#[CH:17])[CH:5]=1.[N:18]1([C:23]2[C:28]([CH:29]=[CH:30][C:31](O)=[O:32])=[CH:27][CH:26]=[C:25]([C:34]([F:37])([F:36])[F:35])[N:24]=2)[CH2:22][CH2:21][CH2:20][CH2:19]1>>[C:16]([C:6]1[CH:5]=[C:4]([CH:9]=[C:8]([F:10])[C:7]=1[NH:11][S:12]([CH3:15])(=[O:14])=[O:13])[CH2:3][NH:2][C:31](=[O:32])[CH:30]=[CH:29][C:28]1[C:23]([N:18]2[CH2:22][CH2:21][CH2:20][CH2:19]2)=[N:24][C:25]([C:34]([F:37])([F:35])[F:36])=[CH:26][CH:27]=1)#[CH:17] |f:0.1|. Reported procedure: N-(4-Aminomethyl-2-ethynyl-6-fluoro-phenyl)-methanesulfonamide HCl salt (94 mg, 0.327 mmol) was reacted with 3-(2-pyrrolidin-1-yl-6-trifluoromethyl-pyridin-3-yl)-acrylic acid (78 mg, 0.272 mmol) to give the title compound (110 mg, 80%). Starting materials: C(C1=CC=CC=C1)O (benzyl alcohol), [H-].[Na+] (sodium hydride), ClC1=NC(=NC(=C1)C1=CC(=CC=C1)C(F)(F)F)SC (4-chloro-2-methylsulfanyl-6-(3-trifluoromethyl-phenyl)-pyrimidine). Run in O1CCCC1 (tetrahydrofuran), O1CCCC1 (tetrahydrofuran). Reaction conditions: time 15 minute. Yields the product C(C1=CC=CC=C1)OC1=NC(=NC(=C1)C1=CC(=CC=C1)C(F)(F)F)SC (4-Benzyloxy-2-methylsulfanyl-6-(3-trifluoromethylphenyl)-pyrimidine). Reaction SMILES: [H-].[Na+].[CH2:3]([OH:10])[C:4]1[CH:9]=[CH:8][CH:7]=[CH:6][CH:5]=1.Cl[C:12]1[CH:17]=[C:16]([C:18]2[CH:23]=[CH:22][CH:21]=[C:20]([C:24]([F:27])([F:26])[F:25])[CH:19]=2)[N:15]=[C:14]([S:28][CH3:29])[N:13]=1>O1CCCC1>[CH2:3]([O:10][C:12]1[CH:17]=[C:16]([C:18]2[CH:23]=[CH:22][CH:21]=[C:20]([C:24]([F:27])([F:26])[F:25])[CH:19]=2)[N:15]=[C:14]([S:28][CH3:29])[N:13]=1)[C:4]1[CH:9]=[CH:8][CH:7]=[CH:6][CH:5]=1 |f:0.1|. Reported procedure: To a stirred suspension of sodium hydride (630 mg, 60% dispersion in mineral oil) in tetrahydrofuran (20 ml) at 0° C. was added benzyl alcohol (1.09 ml). The mixture was stirred for 15 minutes then a solution of 4-chloro-2-methylsulfanyl-6-(3-trifluoromethyl-phenyl)-pyrimidine (1.6 g) in tetrahydrofuran (14 ml) was added dropwise. The reaction was allowed to warm to room temperature and stirred for two hours. Solvent was evaporated under reduced pressure and the remaining residue dissolved in di... Starting materials: CC(=O)O, O=N[O-], CC(CO)Nc1cc(N)nc(SCc2ccccc2F)n1, [Na+], O. Product: CC(CO)Nc1nc(SCc2ccccc2F)nc(N)c1N=O. Reaction SMILES: [CH3:26][C:27](=[O:28])[OH:29].[N:22](=[O:23])[O-:24].[NH2:1][c:2]1[cH:3][c:4]([NH:17][CH:18]([CH2:19][OH:20])[CH3:21])[n:5][c:6]([S:8][CH2:9][c:10]2[c:11]([F:16])[cH:12][cH:13][cH:14][cH:15]2)[n:7]1.[Na+:25].[OH2:30]>>[NH2:1][c:2]1[c:3]([N:22]=[O:23])[c:4]([NH:17][CH:18]([CH2:19][OH:20])[CH3:21])[n:5][c:6]([S:8][CH2:9][c:10]2[c:11]([F:16])[cH:12][cH:13][cH:14][cH:15]2)[n:7]1. Reactants: C(C)OC(C(CC1=CC=C(C=C1)OCCC1=CC=C(C=C1)SC)OCC)=O (2-ethoxy-3-{4-[2-(4-methylsulfanylphenyl)ethoxy]phenyl}propanoic acid ethyl ester). Solvent: O1CCOCC1 (dioxane). Product: C(C)OC(C(=O)O)CC1=CC=C(C=C1)OCCC1=CC=C(C=C1)SC (2-ethoxy-3-{4-[2-(4-methylsulfanylphenyl)ethoxy]-phenyl}propanoic acid). Reaction SMILES: C([O:3][C:4](=[O:27])[CH:5]([O:24][CH2:25][CH3:26])[CH2:6][C:7]1[CH:12]=[CH:11][C:10]([O:13][CH2:14][CH2:15][C:16]2[CH:21]=[CH:20][C:19]([S:22][CH3:23])=[CH:18][CH:17]=2)=[CH:9][CH:8]=1)C>O1CCOCC1>[CH2:25]([O:24][CH:5]([CH2:6][C:7]1[CH:12]=[CH:11][C:10]([O:13][CH2:14][CH2:15][C:16]2[CH:17]=[CH:18][C:19]([S:22][CH3:23])=[CH:20][CH:21]=2)=[CH:9][CH:8]=1)[C:4]([OH:27])=[O:3])[CH3:26]. Reported procedure: 2-Ethoxy-3-{4-[2-(4-methylsulfanylphenyl)ethoxy]phenyl}propanoic acid ethyl ester (described in Example 81) was hydrolyzed using the same method as in Example 2 but with dioxane instead of tetrahydrofuran to give 2-ethoxy-3-{4-[2-(4-methylsulfanylphenyl)ethoxy]-phenyl}propanoic acid. Reactants: Cc1ccc(Br)c(C(=O)O)c1, COCCOC, Nc1ccc(Cl)nc1, [K+], [K+], O=C([O-])[O-], O. Product: Cc1ccc(Nc2ccc(Cl)nc2)c(C(=O)O)c1. As a reaction SMILES: [Br:9][c:10]1[c:11]([C:12](=[O:13])[OH:14])[cH:15][c:16]([CH3:19])[cH:17][cH:18]1.[CH3:27][O:28][CH2:29][CH2:30][O:31][CH3:32].[Cl:1][c:2]1[cH:3][cH:4][c:5]([NH2:8])[cH:6][n:7]1.[K+:20].[K+:21].[O-:22][C:23]([O-:24])=[O:25].[OH2:26]>>[Cl:1][c:2]1[cH:3][cH:4][c:5]([NH:8][c:10]2[c:11]([C:12](=[O:13])[OH:14])[cH:15][c:16]([CH3:19])[cH:17][cH:18]2)[cH:6][n:7]1. The reactants are NC=1C(=NC(=CN1)C1=CC=C(C=C1)S(=O)(=O)C(C)C)C1=NN=C(O1)C(=O)OCC (ethyl 5-[3-amino-6-(4-isopropylsulfonylphenyl)pyrazin-2-yl]-1,3,4-oxadiazole-2-carboxylate), NC1CN(CC1)C(=O)OC(C)(C)C (tert-butyl 3-aminopyrrolidine-1-carboxylate). The solvent is C(C)O (ethanol). Reaction conditions: time 8 hour. Yields the product NC=1C(=NC(=CN1)C1=CC=C(C=C1)S(=O)(=O)C(C)C)C1=NN=C(O1)C(=O)NC1CNCC1 (5-[3-amino-6-(4-isopropylsulfonylphenyl)pyrazin-2-yl]-N-pyrrolidin-3-yl-1,3,4-oxadiazole-2-carboxamide). Isolated yield 37.8%. As a reaction SMILES: [NH2:1][C:2]1[C:3]([C:20]2[O:24][C:23]([C:25](OCC)=[O:26])=[N:22][N:21]=2)=[N:4][C:5]([C:8]2[CH:13]=[CH:12][C:11]([S:14]([CH:17]([CH3:19])[CH3:18])(=[O:16])=[O:15])=[CH:10][CH:9]=2)=[CH:6][N:7]=1.[NH2:30][CH:31]1[CH2:35][CH2:34][N:33](C(OC(C)(C)C)=O)[CH2:32]1>C(O)C>[NH2:1][C:2]1[C:3]([C:20]2[O:24][C:23]([C:25]([NH:30][CH:31]3[CH2:35][CH2:34][NH:33][CH2:32]3)=[O:26])=[N:22][N:21]=2)=[N:4][C:5]([C:8]2[CH:13]=[CH:12][C:11]([S:14]([CH:17]([CH3:19])[CH3:18])(=[O:15])=[O:16])=[CH:10][CH:9]=2)=[CH:6][N:7]=1. Procedure: To a suspension of ethyl 5-[3-amino-6-(4-isopropylsulfonylphenyl)pyrazin-2-yl]-1,3,4-oxadiazole-2-carboxylate (100 mg, 0.34 mmol) in ethanol (2 mL), tert-butyl 3-aminopyrrolidine-1-carboxylate (49.1 mg, 0.26 mmol) was added and the resulting mixture heated under reflux overnight. The reaction mixture was cooled to room temperature and evaporated to dryness. The residue was taken up in CH2Cl2 (2.0 mL) and TFA (400 μL) was added and the reaction mixture stirred overnight at room temperature. The r... Reactants: CC(C)N=C=O, ClCCl, Cl, FC(F)Oc1ccc(C(OC2CNC2)c2ccccc2C(F)(F)F)cc1. Product: CC(C)NC(=O)N1CC(OC(c2ccc(OC(F)F)cc2)c2ccccc2C(F)(F)F)C1. As a reaction SMILES: [CH:28]([CH3:29])([CH3:30])[N:31]=[C:32]=[O:33].[Cl:34][CH2:35][Cl:36].[ClH:1].[F:2][C:3]([c:4]1[c:5]([CH:6]([c:7]2[cH:8][cH:9][c:10]([O:13][CH:14]([F:15])[F:16])[cH:11][cH:12]2)[O:17][CH:18]2[CH2:19][NH:20][CH2:21]2)[cH:22][cH:23][cH:24][cH:25]1)([F:26])[F:27]>>[F:2][C:3]([c:4]1[c:5]([CH:6]([c:7]2[cH:8][cH:9][c:10]([O:13][CH:14]([F:15])[F:16])[cH:11][cH:12]2)[O:17][CH:18]2[CH2:19][N:20]([C:32]([NH:31][CH:28]([CH3:29])[CH3:30])=[O:33])[CH2:21]2)[cH:22][cH:23][cH:24][cH:25]1)([F:26])[F:27]. Starting materials: ClC=1C=C(C=CC1Cl)C1=C(C(=NN1C)C(C)=NNC(=O)C1=CC(=C(C(=O)OC)C=C1)[N+](=O)[O-])O (methyl 4-[(2-{1-[5-(3,4-dichlorophenyl)-4-hydroxy-1-methyl-1H-pyrazol-3-yl]ethylidene}hydrazino)carbonyl]-2-nitrobenzoate), [OH-].[Na+] (sodium hydroxide). Yields the product ClC=1C=C(C=CC1Cl)C1=C(C(=NN1C)C(C)=NNC(=O)C1=CC(=C(C(=O)O)C=C1)[N+](=O)[O-])O (4-[(2-{1-[5-(3,4-dichlorophenyl)-4-hydroxy-1-methyl-1H-pyrazol-3-yl]ethylidene}hydrazino)carbonyl]-2-nitrobenzoic acid). Yield: 66.3%. RXN SMILES: [Cl:1][C:2]1[CH:3]=[C:4]([C:9]2[N:13]([CH3:14])[N:12]=[C:11]([C:15](=[N:17][NH:18][C:19]([C:21]3[CH:30]=[CH:29][C:24]([C:25]([O:27]C)=[O:26])=[C:23]([N+:31]([O-:33])=[O:32])[CH:22]=3)=[O:20])[CH3:16])[C:10]=2[OH:34])[CH:5]=[CH:6][C:7]=1[Cl:8].[OH-].[Na+]>>[Cl:1][C:2]1[CH:3]=[C:4]([C:9]2[N:13]([CH3:14])[N:12]=[C:11]([C:15](=[N:17][NH:18][C:19]([C:21]3[CH:30]=[CH:29][C:24]([C:25]([OH:27])=[O:26])=[C:23]([N+:31]([O-:33])=[O:32])[CH:22]=3)=[O:20])[CH3:16])[C:10]=2[OH:34])[CH:5]=[CH:6][C:7]=1[Cl:8] |f:1.2|. Reported procedure: From methyl 4-[(2-{1-[5-(3,4-dichlorophenyl)-4-hydroxy-1-methyl-1H-pyrazol-3-yl]ethylidene}hydrazino)carbonyl]-2-nitrobenzoate (0.40 mmol, 200 mg) and 1 M sodium hydroxide aqueous solution (1.98 mL, 1.98 mmol), 130.5 mg of the desired product was obtained in the same manner as in Synthetic Example 58 as a yellow solid (yield 67%). Starting materials: CCCCCCCCCCCCCCCC(=O)Cl, ClCCl, CNCCCN(C)C. The product is CCCCCCCCCCCCCCCC(=O)N(C)CCCN(C)C, Cl. RXN SMILES: [C:9]([CH2:10][CH2:11][CH2:12][CH2:13][CH2:14][CH2:15][CH2:16][CH2:17][CH2:18][CH2:19][CH2:20][CH2:21][CH2:22][CH2:23][CH3:24])(=[O:25])[Cl:26].[CH2:27]([Cl:28])[Cl:29].[CH3:1][N:2]([CH2:3][CH2:4][CH2:5][NH:6][CH3:7])[CH3:8]>>[CH3:1][N:2]([CH2:3][CH2:4][CH2:5][N:6]([CH3:7])[C:9]([CH2:10][CH2:11][CH2:12][CH2:13][CH2:14][CH2:15][CH2:16][CH2:17][CH2:18][CH2:19][CH2:20][CH2:21][CH2:22][CH2:23][CH3:24])=[O:25])[CH3:8].[ClH:26]. Starting materials: 3.845, ClCCCS(=O)(=O)NCC(COCCCCCCCCCCCCCCCC)OC (3-(3-chloropropylsulfonylamino)-1-hexadecyloxy-2-methoxypropane), [I-].[Na+] (sodium iodide). Run in C(C)C(=O)C (methyl ethyl ketone). The product is C(CCCCCCCCCCCCCCC)OCC(CNS(=O)(=O)CCCI)OC (1-hexadecyloxy-3-(3-iodopropylsulfonylamino)-2-methoxypropane). Yield: 77.0%. RXN SMILES: Cl[CH2:2][CH2:3][CH2:4][S:5]([NH:8][CH2:9][CH:10]([O:29][CH3:30])[CH2:11][O:12][CH2:13][CH2:14][CH2:15][CH2:16][CH2:17][CH2:18][CH2:19][CH2:20][CH2:21][CH2:22][CH2:23][CH2:24][CH2:25][CH2:26][CH2:27][CH3:28])(=[O:7])=[O:6].[I-:31].[Na+]>C(C(C)=O)C>[CH2:13]([O:12][CH2:11][CH:10]([O:29][CH3:30])[CH2:9][NH:8][S:5]([CH2:4][CH2:3][CH2:2][I:31])(=[O:7])=[O:6])[CH2:14][CH2:15][CH2:16][CH2:17][CH2:18][CH2:19][CH2:20][CH2:21][CH2:22][CH2:23][CH2:24][CH2:25][CH2:26][CH2:27][CH3:28] |f:1.2|. Procedure details: To a solution of 3.845 (8.18 mM) of 3-(3-chloropropylsulfonylamino)-1-hexadecyloxy-2-methoxypropane IIIa3 in 30 ml of methyl ethyl ketone is added 2.45 g (16.36 mM) of sodium iodide and the mixture is refluxed for 3 hours with stirring. After the solvent is evaporated, the residue is purified by the column chromatography on silica gel with a n-hexane-ethyl acetate (4:1) mixture as an eluent. The product is recrystallied from methanol to give 3.556 g (6.332 mM) of 1-hexadecyloxy-3-(3-iodopropylsu...